Dataset: the Open Reaction Database (ORD), a public repository of structured organic reaction records. Task: describe an organic reaction: reactants, conditions, products, and yield Starting materials: CCOCc1cccc2cc(C(=O)OCC)oc12, CCO, [NH4+], [OH-]. Yields the product CCOCc1cccc2cc(C(N)=O)oc12. RXN SMILES: [CH2:3]([CH3:4])[O:5][CH2:6][c:7]1[cH:8][cH:9][cH:10][c:11]2[cH:12][c:13]([C:16]([O:18][CH2:17][CH3:19])=[O:20])[o:14][c:15]12.[CH3:21][CH2:22][OH:23].[NH4+:1].[OH-:2]>>[NH2:1][C:16]([c:13]1[cH:12][c:11]2[cH:10][cH:9][cH:8][c:7]([CH2:6][O:5][CH2:3][CH3:4])[c:15]2[o:14]1)=[O:18]. The reactants are N([C@@H](CSC(C1=CC=CC=C1)(C1=CC=CC=C1)C1=CC=CC=C1)C(=O)N[C@@H]([C@H](OC(C)(C)C)C)C(=O)N[C@@H](COC(C)(C)C)C(=O)O)C(=O)OC(C)(C)C1=CC(OC)=CC(OC)=C1 (Ddz-Cys(Trt)-Thr(But)-Ser(But)-OH), FC(C(=O)O)(F)F (trifluoroacetic acid), FC(C(=O)O)(F)F (trifluoroacetic acid), N1=CC=CC=C1 (pyridine). The solvent is O (water), C(Cl)Cl (methylene chloride), C(Cl)Cl (methylene chloride), O (water). Run at time 1.5 hour. Yields the product N[C@@H](CSC(C1=CC=CC=C1)(C1=CC=CC=C1)C1=CC=CC=C1)C(=O)N[C@@H]([C@H](OC(C)(C)C)C)C(=O)N[C@@H](COC(C)(C)C)C(=O)O.FC(F)(F)C(=O)O (H-Cys(Trt)-Thr(But)-Ser(But)-OH trifluoroacetate). Reaction SMILES: [NH:1](C(OC(C1C=C(OC)C=C(OC)C=1)(C)C)=O)[C@H:2]([C:24]([NH:26][C@H:27]([C:35]([NH:37][C@H:38]([C:45]([OH:47])=[O:46])[CH2:39][O:40][C:41]([CH3:44])([CH3:43])[CH3:42])=[O:36])[C@@H:28]([CH3:34])[O:29][C:30]([CH3:33])([CH3:32])[CH3:31])=[O:25])[CH2:3][S:4][C:5]([C:18]1[CH:23]=[CH:22][CH:21]=[CH:20][CH:19]=1)([C:12]1[CH:17]=[CH:16][CH:15]=[CH:14][CH:13]=1)[C:6]1[CH:11]=[CH:10][CH:9]=[CH:8][CH:7]=1.N1C=CC=CC=1.[F:70][C:71]([F:76])([F:75])[C:72]([OH:74])=[O:73]>O.C(Cl)Cl>[NH2:1][C@H:2]([C:24]([NH:26][C@H:27]([C:35]([NH:37][C@H:38]([C:45]([OH:47])=[O:46])[CH2:39][O:40][C:41]([CH3:44])([CH3:43])[CH3:42])=[O:36])[C@@H:28]([CH3:34])[O:29][C:30]([CH3:33])([CH3:31])[CH3:32])=[O:25])[CH2:3][S:4][C:5]([C:6]1[CH:7]=[CH:8][CH:9]=[CH:10][CH:11]=1)([C:12]1[CH:17]=[CH:16][CH:15]=[CH:14][CH:13]=1)[C:18]1[CH:23]=[CH:22][CH:21]=[CH:20][CH:19]=1.[F:70][C:71]([C:72]([OH:74])=[O:73])([F:76])[F:75] |f:5.6|. Procedure details: 8.8 g (10 mmoles) of Ddz-Cys(Trt)-Thr(But)-Ser(But)-OH are dissolved at room temperature in a mixture of 8.75 ml (0.1 mole) of trifluoroacetic acid, 1.75 ml of water and 165 ml of methylene chloride (=about 175 ml of a 5% strength solution of trifluoroacetic acid in methylene chloride, containing 1% of water). The mixture is left to stand at room temperature for 1.5 hours and is then neutralized with 8.85 ml (0.11 mole) of pyridine. The solution is concentrated and the residue is partitioned bet...